From a dataset of the Open Reaction Database (ORD), a public repository of structured organic reaction records. describe an organic reaction: reactants, conditions, products, and yield The reactants are O (Water), NC1=CC(=C(C(=C1C(=O)OC)OC1CCC1)OC)OC (Methyl 6-amino-2-cyclobutyloxy-3,4-dimethoxybenzoate), [O-]C#N.[Na+] (sodium cyanate), FC(C(=O)O)(F)F (trifluoroacetic acid). Solvent: ClCCl (dichloromethane). Reaction conditions: time 1 hour. Product: C1(CCC1)OC1=C2C(=NC(=NC2=CC(=C1OC)OC)O)O (5-Cyclobutyloxy-2,4-dihydroxy-6,7-dimethoxyquinazoline). Yield: 58.0%. Reaction SMILES: [NH2:1][C:2]1[C:7]([C:8]([O:10]C)=O)=[C:6]([O:12][CH:13]2[CH2:16][CH2:15][CH2:14]2)[C:5]([O:17][CH3:18])=[C:4]([O:19][CH3:20])[CH:3]=1.[O-:21][C:22]#[N:23].[Na+].FC(F)(F)C(O)=O.O>ClCCl>[CH:13]1([O:12][C:6]2[C:5]([O:17][CH3:18])=[C:4]([O:19][CH3:20])[CH:3]=[C:2]3[C:7]=2[C:8]([OH:10])=[N:23][C:22]([OH:21])=[N:1]3)[CH2:16][CH2:15][CH2:14]1 |f:1.2|. Reported procedure: Methyl 6-amino-2-cyclobutyloxy-3,4-dimethoxybenzoate (500 mg, 0.00177 mol) was added to a solution of sodium cyanate (462 mg, 0.00708 mol) and trifluoroacetic acid (0.55 ml, 0.00708 mol) in dichloromethane (15 ml) and the reaction stirred at room temperature for 1 hour. Water (25 ml) was then added and the mixture extracted with dichloromethane (3×25 ml). The combined organic extracts were washed again with water (40 ml), dried (MgSO4), filtered and evaporated under reduced pressure. The residue... Starting materials: C(CCCCCCCC=C)O (9-decen-1-ol), C1(=CC=C(C=C1)S(=O)(=O)O)C (p-toluenesulfonic acid), O[Li].O (LiOH·H2O), ice, C(C=C)OC(C(=O)OCC)C (ethyl (RS)-2-allyloxy-propionate). Run in O (water), O (water), CO.O (MeOH H2O). Conditions: temperature 0 celsius, time 1 hour. Yields the product C(C=C)OC(C(=O)OCCCCCCCCC=C)C (dec-9-enyl (RS)-2-allyloxy-propionate). Isolated yield 47.2%. Reaction SMILES: [CH2:1]([O:4][CH:5]([CH3:11])[C:6]([O:8][CH2:9][CH3:10])=[O:7])[CH:2]=[CH2:3].O[Li].O.[CH2:15](O)[CH2:16][CH2:17][CH2:18][CH2:19][CH2:20][CH2:21][CH2:22]C=C.C1(C)C=CC(S(O)(=O)=O)=CC=1>O.CO.O>[CH2:1]([O:4][CH:5]([CH3:11])[C:6]([O:8][CH2:9][CH2:10][CH2:22][CH2:21][CH2:20][CH2:19][CH2:18][CH2:17][CH:16]=[CH2:15])=[O:7])[CH:2]=[CH2:3] |f:1.2,6.7|. Procedure: 3,5 g of crude ethyl (RS)-2-allyloxy-propionate are introduced into 24 ml of MeOH/H2O=3:1, cooled to 0° C., and then 2.2 g (30 mmol) of LiOH·H2O are added in portions. The mixture is further stirred for 5 minutes before the ice cooling is removed and the mixture is stirred for a further 1 h at room temperature. Methanol is then removed on a rotary evaporator and the residue is taken up in water. The aqueous phase is firstly extracted with Et2O in order then to be acidified to pH 1 with 6N HCl. T... Reactants: solution, Cl (HCl), O=[O+][O-] (ozone), O=O (O2), C(C1=CC=CC=C1)[C@@]12C=3C=CC(=CC3CC[C@@H]2C[C@]([C@](C1)(C)O)(C1=CC=CC=C1)O)C(=O)NC=1C(=NC=CC1)C ((4bR,6R,7R,8aR)-4b-benzyl-6,7-dihydroxy-6-methyl-N-(2-methylpyridin-3-yl)-7-phenyl-4b,5,6,7,8,8a,9,10-octahydrophenanthrene-2-carboxamide), O=[O+][O-] (ozone). Solvent: CO (MeOH), CO (methanol), C(Cl)Cl (methylene chloride). Conditions: temperature -78 celsius, time 10 minute. Yields the product C(C1=CC=CC=C1)[C@@]12C=3C=CC(=CC3C(C[C@@H]2C[C@]([C@](C1)(C)O)(C1=CC=CC=C1)O)=O)C(=O)NC=1C(=NC=CC1)C ((4bR,6R,7R,8aS)-4b-benzyl-6,7-dihydroxy-6-methyl-N-(2-methylpyridin-3-yl)-10-oxo-7-phenyl-4b,5,6,7,8,8a,9,10-octahydrophenanthrene-2-carboxamide). RXN SMILES: [CH2:1]([C@@:8]12[CH2:21][C@:20]([OH:23])([CH3:22])[C@:19]([OH:30])([C:24]3[CH:29]=[CH:28][CH:27]=[CH:26][CH:25]=3)[CH2:18][C@H:17]1[CH2:16][CH2:15][C:14]1[CH:13]=[C:12]([C:31]([NH:33][C:34]3[C:35]([CH3:40])=[N:36][CH:37]=[CH:38][CH:39]=3)=[O:32])[CH:11]=[CH:10][C:9]2=1)[C:2]1[CH:7]=[CH:6][CH:5]=[CH:4][CH:3]=1.Cl.[O:42]=[O+][O-].O=O>C(Cl)Cl.CO>[CH2:1]([C@@:8]12[CH2:21][C@:20]([OH:23])([CH3:22])[C@:19]([OH:30])([C:24]3[CH:25]=[CH:26][CH:27]=[CH:28][CH:29]=3)[CH2:18][C@H:17]1[CH2:16][C:15](=[O:42])[C:14]1[CH:13]=[C:12]([C:31]([NH:33][C:34]3[C:35]([CH3:40])=[N:36][CH:37]=[CH:38][CH:39]=3)=[O:32])[CH:11]=[CH:10][C:9]2=1)[C:2]1[CH:7]=[CH:6][CH:5]=[CH:4][CH:3]=1. Procedure details: A sample of solid (4bR,6R,7R,8aR)-4b-benzyl-6,7-dihydroxy-6-methyl-N-(2-methylpyridin-3-yl)-7-phenyl-4b,5,6,7,8,8a,9,10-octahydrophenanthrene-2-carboxamide (2200 mg, 4.130 mmol) was dissolved at room temperature solution in methylene chloride (10 mL) and methanol (100 mL). This resulting solution was treated with a 10 mL solution of 2 N HCl in MeOH and was stirred for an additional 10 minutes. The reaction solution was visually inspected at this time to ensure that all solids were dissolved and ... Starting materials: ClC1=CC=C(C=C1)C(C=1C=C2C(=CC(NC2=CC1)=O)C1=CC=CC=C1)N1C=NC=C1 ((±)-6-[(4-chlorophenyl)-1H-imidazol-1-ylmethyl]-4phenyl-2(1H)-quinolinone), P(=O)(Cl)(Cl)Cl (phosphoryl chloride). Product: ClC1=NC2=CC=C(C=C2C(=C1)C1=CC=CC=C1)C(N1C=NC=C1)C1=CC=C(C=C1)Cl ((±)-2-chloro-6-[(4-chlorophenyl)-1H-imidazol-1-ylmethyl]-4-phenylquinoline). Isolated yield 85.0%. RXN SMILES: [Cl:1][C:2]1[CH:7]=[CH:6][C:5]([CH:8]([N:26]2[CH:30]=[CH:29][N:28]=[CH:27]2)[C:9]2[CH:10]=[C:11]3[C:16](=[CH:17][CH:18]=2)[NH:15][C:14](=O)[CH:13]=[C:12]3[C:20]2[CH:25]=[CH:24][CH:23]=[CH:22][CH:21]=2)=[CH:4][CH:3]=1.P(Cl)(Cl)([Cl:33])=O>>[Cl:33][C:14]1[CH:13]=[C:12]([C:20]2[CH:25]=[CH:24][CH:23]=[CH:22][CH:21]=2)[C:11]2[C:16](=[CH:17][CH:18]=[C:9]([CH:8]([C:5]3[CH:6]=[CH:7][C:2]([Cl:1])=[CH:3][CH:4]=3)[N:26]3[CH:30]=[CH:29][N:28]=[CH:27]3)[CH:10]=2)[N:15]=1. Procedure details: A mixture of (±)-6-[(4-chlorophenyl)-1H-imidazol-1-ylmethyl]-4phenyl-2(1H)-quinolinone (0.022 mol) in phosphoryl chloride (100 ml) was stirred and refluxed for 2 hours. The mixture was evaporated in vacuo, the residue was taken up in CH2Cl2 and basified with K2CO3 (10%). The organic layer was dried (MgSO4), filtered off and evaporated. The product was used without further purification, yielding 8 g (85%) of (±)-2-chloro-6-[(4-chlorophenyl)-1H-imidazol-1-ylmethyl]-4-phenylquinoline (interm. 5). Reactants: C(=C\C1=CC=CC=C1)/S(=O)(=O)OC1=C2CNC(C2=C(C=C1)C=1N(C2=CC=C(C=C2C1)CN1CCCCC1)C(=O)OC(C)(C)C)=O (4-(trans-β-styrenesulfonyloxy)-7-[1-(tert-butoxycarbonyl)-5-(piperidinomethyl)indol-2-yl]isoindolinone), Cl.CO (hydrogen chloride methanol). Product: OC1=C2CNC(C2=C(C=C1)C=1N(C2=CC=C(C=C2C1)CN1CCCCC1)C(=O)OC(C)(C)C)=O (4-hydroxy-7-[1-(tert-butoxycarbonyl)-5-(piperidinomethyl)indol-2-yl]isoindolinone). Isolated yield 56.8%. As a reaction SMILES: C(/S([O:12][C:13]1[CH:21]=[CH:20][C:19]([C:22]2[N:23]([C:38]([O:40][C:41]([CH3:44])([CH3:43])[CH3:42])=[O:39])[C:24]3[C:29]([CH:30]=2)=[CH:28][C:27]([CH2:31][N:32]2[CH2:37][CH2:36][CH2:35][CH2:34][CH2:33]2)=[CH:26][CH:25]=3)=[C:18]2[C:14]=1[CH2:15][NH:16][C:17]2=[O:45])(=O)=O)=C\C1C=CC=CC=1.Cl.CO>>[OH:12][C:13]1[CH:21]=[CH:20][C:19]([C:22]2[N:23]([C:38]([O:40][C:41]([CH3:43])([CH3:42])[CH3:44])=[O:39])[C:24]3[C:29]([CH:30]=2)=[CH:28][C:27]([CH2:31][N:32]2[CH2:37][CH2:36][CH2:35][CH2:34][CH2:33]2)=[CH:26][CH:25]=3)=[C:18]2[C:14]=1[CH2:15][NH:16][C:17]2=[O:45] |f:1.2|. Procedure details: In a similar manner to Step 2 of Example 233, 4-(trans-β-styrenesulfonyloxy)-7-[1-(tert-butoxycarbonyl)-5-(piperidinomethyl)indol-2-yl]isoindolinone (0.0770 g, 0.0122 mmol) was treated with 10% hydrogen chloride-methanol solution (0.650 mL) to obtain Compound 276 (0.00320 g, yield 49%). Reactants: [BH3-]C#N, O=C([O-])O, CCc1ncc(C=O)cc1F, CO, C[O-], CO, CC(=O)O, ClC(Cl)Cl, Cl, COc1cnc2ccc(=O)n(CCN3CCC(N)CC3)c2c1, [Na+], [Na+], [Na+]. The product is CCc1ncc(CNC2CCN(CCn3c(=O)ccc4ncc(OC)cc43)CC2)cc1F. As a reaction SMILES: [C:40]([BH3-:41])#[N:42].[C:44](=[O:45])([O-:46])[OH:47].[CH2:29]([CH3:30])[c:31]1[n:32][cH:33][c:34]([CH:35]=[O:36])[cH:37][c:38]1[F:39].[CH3:24][OH:25].[CH3:26][O-:27].[CH3:49][OH:50].[CH3:55][C:56](=[O:57])[OH:58].[CH:51]([Cl:52])([Cl:53])[Cl:54].[ClH:1].[NH2:2][CH:3]1[CH2:4][CH2:5][N:6]([CH2:9][CH2:10][n:11]2[c:12](=[O:23])[cH:13][cH:14][c:15]3[n:16][cH:17][c:18]([O:21][CH3:22])[cH:19][c:20]23)[CH2:7][CH2:8]1.[Na+:28].[Na+:43].[Na+:48]>>[NH:2]([CH:3]1[CH2:4][CH2:5][N:6]([CH2:9][CH2:10][n:11]2[c:12](=[O:23])[cH:13][cH:14][c:15]3[n:16][cH:17][c:18]([O:21][CH3:22])[cH:19][c:20]23)[CH2:7][CH2:8]1)[CH2:35][c:34]1[cH:33][n:32][c:31]([CH2:29][CH3:30])[c:38]([F:39])[cH:37]1. The reactants are O=Cc1cc(Cl)ccc1O, O=c1cc(N2CCNCC2)nc[nH]1. Product: O=c1cc(N2CCN(Cc3cc(Cl)ccc3O)CC2)nc[nH]1. Reaction SMILES: [Cl:14][c:15]1[cH:16][cH:17][c:18]([OH:23])[c:19]([CH:20]=[O:21])[cH:22]1.[N:1]1([c:7]2[cH:8][c:9](=[O:13])[nH:10][cH:11][n:12]2)[CH2:2][CH2:3][NH:4][CH2:5][CH2:6]1>>[N:1]1([c:7]2[cH:8][c:9](=[O:13])[nH:10][cH:11][n:12]2)[CH2:2][CH2:3][N:4]([CH2:20][c:19]2[c:18]([OH:23])[cH:17][cH:16][c:15]([Cl:14])[cH:22]2)[CH2:5][CH2:6]1. Run in O (water). Reactants: CNC(NN)=S (4-methylthiosemicarbazide), [N+](=O)([O-])C=1C=C(C(=O)Cl)C=CC1 (3-nitrobenzoyl chloride), CC(=O)C (acetone), N1=CC=CC=C1 (pyridine). Yields the product CC1(N(N=C(S1)NC)C(C1=CC(=CC=C1)[N+](=O)[O-])=O)C (5,5-Dimethyl-2-methylamino-4-(3-nitrobenzoyl)-4,5-dihydro-1,3,4-thiadiazole). RXN SMILES: [CH3:1][NH:2][C:3](=[S:6])[NH:4][NH2:5].[CH3:7][C:8]([CH3:10])=O.N1C=CC=CC=1.[N+:17]([C:20]1[CH:21]=[C:22]([CH:26]=[CH:27][CH:28]=1)[C:23](Cl)=[O:24])([O-:19])=[O:18]>O>[CH3:7][C:8]1([CH3:10])[S:6][C:3]([NH:2][CH3:1])=[N:4][N:5]1[C:23](=[O:24])[C:22]1[CH:26]=[CH:27][CH:28]=[C:20]([N+:17]([O-:19])=[O:18])[CH:21]=1. Procedure: A 21 g. portion of 4-methylthiosemicarbazide was reacted with 200 ml. of acetone at ambient temperature for 16 hours, and then 16 ml. of pyridine and 37.1 g. of 3-nitrobenzoyl chloride were added and the mixture was stirred for 3 hours at ambient temperature. Two hundred ml. of water was added, the mixture was stirred for 1 hour, the layers were separated, and the organic layer was evaporated to an oil under vacuum. The oil solidified upon standing overnight, and was recrystallized from hot acet... Run at time 3 hour. The reactants are C(C)C1C(CC(C(C(OC(C2CCCCN2C(C(C2(C(CC(C(C(CC(CC(=C1)C)C)OC)O2)OC)C)O)=O)=O)=O)C(=CC2CC(C(CC2)O)O)C)C)O)=O (17-ethyl-1,14-dihydroxy-12-[2'-(3",4"-dihydroxycyclohexyl)-1'-methylvinyl]-23,25-dimethoxy-13,19,21,27-tetramethyl-11,28-dioxa-4-azatricyclo-[22.3.1.04,9 ]octacos-18-ene-2,3,-10,16-tetraone), C(C)(=O)O.C(C)(=O)O.C1=C(C=CC2=CC=CC=C12)[Bi](C1=CC2=CC=CC=C2C=C1)C1=CC2=CC=CC=C2C=C1 (tri(2-naphthyl) bismuth diacetate), C(C)(=O)O (acetic acid), C(O)(O)=O.C1=C(C=CC2=CC=CC=C12)[Bi](C1=CC2=CC=CC=C2C=C1)C1=CC2=CC=CC=C2C=C1 (tri(2-naphthyl)bismuth carbonate). Reagents/catalysts: CC(=O)[O-].CC(=O)[O-].[Cu+2] (Cu(OAc)2). Run in C(=O)(O)[O-].[Na+] (NaHCO3), C(Cl)Cl (CH2Cl2), C(Cl)Cl (CH2Cl2). Conditions: temperature 40 celsius. The product is C(C)C1C(CC(C(C(OC(C2CCCCN2C(C(C2(C(CC(C(C(CC(CC(=C1)C)C)OC)O2)OC)C)O)=O)=O)=O)C(=CC2CC(C(CC2)O)OC2=CC1=CC=CC=C1C=C2)C)C)O)=O (17-ethyl-1,14-dihydroxy-12-[2'-(3"-(napth-2-yloxy)-4"-hydroxycyclohexyl)-1'-methylvinyl]-23,25-dimethoxy-13,19,21,27-tetramethyl-11,28-dioxa-4-azatricyclo-[22.3.1.04,9 ]octacos-18-ene-2,3,10,16-tetraone), 17-ethyl-1,14-dihyroxy-12-[2'-(4"-(naphth-2-yloxy)- 3"-hydroxycyclohexyl)-1'-methylvinyl]-23,25-dimethoxy-13,19,21,27-tetramethyl. RXN SMILES: [CH2:1]([CH:3]1[CH:29]=[C:28]([CH3:30])[CH2:27][CH:26]([CH3:31])[CH2:25][CH:24]([O:32][CH3:33])[CH:23]2[O:34][C:19]([OH:38])([CH:20]([CH3:37])[CH2:21][CH:22]2[O:35][CH3:36])[C:18](=[O:39])[C:17](=[O:40])[N:16]2[CH:11]([CH2:12][CH2:13][CH2:14][CH2:15]2)[C:10](=[O:41])[O:9][CH:8]([C:42]([CH3:52])=[CH:43][CH:44]2[CH2:49][CH2:48][CH:47]([OH:50])[CH:46]([OH:51])[CH2:45]2)[CH:7]([CH3:53])[CH:6]([OH:54])[CH2:5][C:4]1=[O:55])[CH3:2].C(O)(=O)C.C(O)(=O)C.[CH:64]1[C:73]2[C:68](=[CH:69][CH:70]=[CH:71][CH:72]=2)[CH:67]=[CH:66][C:65]=1[Bi](C1C=CC2C(=CC=CC=2)C=1)C1C=CC2C(=CC=CC=2)C=1.C(O)(=O)C.C(=O)(O)O.C1C2C(=CC=CC=2)C=CC=1[Bi](C1C=CC2C(=CC=CC=2)C=1)C1C=CC2C(=CC=CC=2)C=1>C(Cl)Cl.C([O-])(O)=O.[Na+].CC([O-])=O.CC([O-])=O.[Cu+2]>[CH2:1]([CH:3]1[CH:29]=[C:28]([CH3:30])[CH2:27][CH:26]([CH3:31])[CH2:25][CH:24]([O:32][CH3:33])[CH:23]2[O:34][C:19]([OH:38])([CH:20]([CH3:37])[CH2:21][CH:22]2[O:35][CH3:36])[C:18](=[O:39])[C:17](=[O:40])[N:16]2[CH:11]([CH2:12][CH2:13][CH2:14][CH2:15]2)[C:10](=[O:41])[O:9][CH:8]([C:42]([CH3:52])=[CH:43][CH:44]2[CH2:49][CH2:48][CH:47]([OH:50])[CH:46]([O:51][C:66]3[CH:65]=[CH:64][C:73]4[C:68](=[CH:69][CH:70]=[CH:71][CH:72]=4)[CH:67]=3)[CH2:45]2)[CH:7]([CH3:53])[CH:6]([OH:54])[CH2:5][C:4]1=[O:55])[CH3:2] |f:1.2.3,5.6,8.9,10.11.12|. Reported procedure: To a stirred mixture of 17-ethyl-1,14-dihydroxy-12-[2'-(3",4"-dihydroxycyclohexyl)-1'-methylvinyl]-23,25-dimethoxy-13,19,21,27-tetramethyl-11,28-dioxa-4-azatricyclo-[22.3.1.04,9 ]octacos-18-ene-2,3,-10,16-tetraone (250 mg, 0.32 mmol, 1 eq) and Cu(OAc)2 (10 mg, 0.055 mmol, 0.17 eq) in CH2Cl2 (5.5 ml) in a round bottom flask equipped with a magnetic stir-bar was added tri(2-naphthyl) bismuth diacetate [prepared immediately prior to use by addition of acetic acid (0.100 ml, 1.75 mmol, 5.46 eq) to a... Reactants: C1=CC=C(C=C1)[C@H](CO)N (D-phenylglycinol), C(C)(C)(C)OC(N([C@@H](CO)C1=CC=CC=C1)CCC(NOCC1=CC=CC=C1)=O)=O ((2-benzyloxycarbamoyl-ethyl)-((R)-2-hydroxy-1-phenyl-ethyl)-carbamic acid tert-butyl ester), C(C)(C)(C)OC(=O)N1[C@@H](CN(C(CC1)=O)OCC1=CC=CC=C1)C1=CC=CC=C1 ((R)-4-benzyloxy-5-oxo-2-phenyl-[1,4]diazepane-1-carboxylic acid tert-butyl ester). Yields the product C(C)(C)(C)OC(=O)N1[C@@H](CNC(CC1)=O)C1=CC=CC=C1 ((R)-5-oxo-2-phenyl-[1,4]diazepane-1-carboxylic acid tert-butyl ester). RXN SMILES: C1C=CC([C@@H](N)CO)=CC=1.[C:11]([O:15][C:16](=[O:40])[N:17]([CH2:27][CH2:28][C:29](=[O:39])[NH:30]OCC1C=CC=CC=1)[C@H:18]([C:21]1[CH:26]=[CH:25][CH:24]=[CH:23][CH:22]=1)[CH2:19]O)([CH3:14])([CH3:13])[CH3:12].C(OC(N1CCC(=O)N(OCC2C=CC=CC=2)C[C@H]1C1C=CC=CC=1)=O)(C)(C)C>>[C:11]([O:15][C:16]([N:17]1[CH2:27][CH2:28][C:29](=[O:39])[NH:30][CH2:19][C@H:18]1[C:21]1[CH:26]=[CH:25][CH:24]=[CH:23][CH:22]=1)=[O:40])([CH3:14])([CH3:13])[CH3:12]. Reported procedure: The title compound, m/e=416.4, was produced in analogy with intermediate 16, steps A to D. Thus, D-phenylglycinol was elaborated to (2-benzyloxycarbamoyl-ethyl)-((R)-2-hydroxy-1-phenyl-ethyl)-carbamic acid tert-butyl ester in step A, then cyclized in step B, leading to (R)-4-benzyloxy-5-oxo-2-phenyl-[1,4]diazepane-1-carboxylic acid tert-butyl ester. Hydrogenation in step C gave (R)-5-oxo-2-phenyl-[1,4]diazepane-1-carboxylic acid tert-butyl ester, which was alkylated with 1-(3-chloropropyl)piperi...